This data is from the Open Reaction Database (ORD), a public repository of structured organic reaction records. The task is: describe an organic reaction: reactants, conditions, products, and yield The reactants are S(=O)(Cl)Cl (Thionyl chloride), CC1=CC=C(C=N1)CO ((6-methyl-pyridin-3-yl)-methanol), C1(=CC=CC=C1)O (phenol), C([O-])([O-])=O.[K+].[K+] (potassium carbonate). The solvent is CN(C=O)C (N,N-dimethylformamide). Reaction conditions: time 20 minute. Product: CC1=NC=C(C=C1)COC1=CC=CC=C1 (2-Methyl-5-phenoxymethyl-pyridine). Isolated yield 66.4%. RXN SMILES: S(Cl)(Cl)=O.[CH3:5][C:6]1[N:11]=[CH:10][C:9]([CH2:12][OH:13])=[CH:8][CH:7]=1.[C:14]1(O)[CH:19]=[CH:18][CH:17]=[CH:16][CH:15]=1.C(=O)([O-])[O-].[K+].[K+]>CN(C)C=O>[CH3:5][C:6]1[CH:7]=[CH:8][C:9]([CH2:12][O:13][C:14]2[CH:19]=[CH:18][CH:17]=[CH:16][CH:15]=2)=[CH:10][N:11]=1 |f:3.4.5|. Procedure details: Thionyl chloride (1 mL) was added to (6-methyl-pyridin-3-yl)-methanol (300 mg, 2.44 mmol) at 0° C., and the solution was stirred at room temperature for 20 minutes. The reaction solution was partitioned in an aqueous solution of saturated sodium bicarbonate and ethyl acetate. This organic layer was separated, washed with brine, and then, dried over anhydrous magnesium sulfate. The organic layer was filtered, then, the solvent was evaporated in vacuo. N,N-dimethylformamide (5 mL), phenol (230 mg,...